This data is from the Open Reaction Database (ORD), a public repository of structured organic reaction records. The task is: describe an organic reaction: reactants, conditions, products, and yield The reactants are compound 3, C(=O)(OC(C)(C)C)C(N(C(=O)OC(C)(C)C)C(=O)OC(C)(C)C)CCNCCCCNCCCN (TriBoc-Spermine), N(=[N+]=[N-])CCCI (1-azido-3-iodo-propane). The reagents and catalysts are [Pd] (Pd—C). Product: NCCCNCCCCNCCCN (spermine). RXN SMILES: C([CH:8]([CH2:24][CH2:25][NH:26][CH2:27][CH2:28][CH2:29][CH2:30][NH:31][CH2:32][CH2:33][CH2:34][NH2:35])[N:9](C(OC(C)(C)C)=O)C(OC(C)(C)C)=O)(OC(C)(C)C)=O.N(CCCI)=[N+]=[N-]>[Pd]>[NH2:35][CH2:34][CH2:33][CH2:32][NH:31][CH2:30][CH2:29][CH2:28][CH2:27][NH:26][CH2:25][CH2:24][CH2:8][NH2:9]. Procedure details: Monoquaternary spermine containing hydrophilic head-group was prepared in a similar way to compound 3. Briefly, TriBoc-Spermine was reacted with excess of 1-azido-3-iodo-propane in the presence of excess TBA. The resulting quaternarized derivative was hydrogenised under (Pd—C) and Boc protecting group were removed using gaseous HCl in dry methanol. The reactants are CC(=O)OC[C@@H]1[C@H]([C@@H]([C@H]([C@H](O1)Br)OC(=O)C)OC(=O)C)OC(=O)C (acetobromo-α-D-glucose), OC1=C(C(=CC=C1)O)C(C)=O (2′,6′-dihydroxyacetophenone), C([O-])([O-])=O.[K+].[K+] (potassium carbonate), Cl (hydrochloric acid). Reagents/catalysts: [Cl-].C(C1=CC=CC=C1)[N+](CCCC)(CCCC)CCCC (benzyltri(n-butyl)ammonium chloride). The solvent is O (water), C(Cl)(Cl)Cl (chloroform), O (water). Run at time 24 hour. The product is C(C)(=O)O[C@H]1[C@@H](O[C@@H]([C@H]([C@@H]1OC(C)=O)OC(C)=O)COC(C)=O)OC1=C(C(=CC=C1)O)C(C)=O (2′-(2,3,4,6-Tetra-O-acetyl-β-D-glucopyranosyloxy)-6′-hydroxyacetophenone). The yield is 43.6%. As a reaction SMILES: [OH:1][C:2]1[CH:7]=[CH:6][CH:5]=[C:4]([OH:8])[C:3]=1[C:9](=[O:11])[CH3:10].C(=O)([O-])[O-].[K+].[K+].[CH3:18][C:19]([O:21][CH2:22][C@H:23]1[O:28][C@H:27](Br)[C@H:26]([O:30][C:31]([CH3:33])=[O:32])[C@@H:25]([O:34][C:35]([CH3:37])=[O:36])[C@@H:24]1[O:38][C:39]([CH3:41])=[O:40])=[O:20].Cl>[Cl-].C([N+](CCCC)(CCCC)CCCC)C1C=CC=CC=1.C(Cl)(Cl)Cl.O>[C:31]([O:30][C@@H:26]1[C@@H:25]([O:34][C:35](=[O:36])[CH3:37])[C@H:24]([O:38][C:39](=[O:40])[CH3:41])[C@@H:23]([CH2:22][O:21][C:19](=[O:20])[CH3:18])[O:28][C@H:27]1[O:1][C:2]1[CH:7]=[CH:6][CH:5]=[C:4]([OH:8])[C:3]=1[C:9](=[O:11])[CH3:10])(=[O:32])[CH3:33] |f:1.2.3,6.7|. Reported procedure: To a mixture of 2′,6′-dihydroxyacetophenone (1 g), potassium carbonate (4.54 g) and benzyltri(n-butyl)ammonium chloride (0.41 g) in chloroform (13 mL) were added water (0.5 mL) and acetobromo-α-D-glucose (2.7 g), and the mixture was stirred at room temperature for 24 hours. The reaction mixture was poured into water, and the mixture was acidified by addition of 2 mol/L hydrochloric acid. The resulting mixture was extracted with ethyl acetate, and the extract was washed with water and brine. The ... RXN SMILES: [F:1][C:2]1[CH:7]=[CH:6][C:5]([C:8]2[CH2:12][N:11]([C:13]3[CH:18]=[CH:17][C:16]([O:19][CH3:20])=[CH:15][CH:14]=3)[C:10](=[O:21])[CH:9]=2)=[CH:4][CH:3]=1.[CH3:22]I>>[F:1][C:2]1[CH:3]=[CH:4][C:5]([C:8]2[CH2:12][N:11]([C:13]3[CH:18]=[CH:17][C:16]([O:19][CH3:20])=[CH:15][CH:14]=3)[C:10](=[O:21])[C:9]=2[CH3:22])=[CH:6][CH:7]=1. The product is FC1=CC=C(C=C1)C1=C(C(N(C1)C1=CC=C(C=C1)OC)=O)C (4-(4-Fluorophenyl)-1,5-dihydro-1-(4-methoxyphenyl)-3-methyl-2H-pyrrol-2-one). Procedure details: In a manner similar to that described in Preparation 4, 4-(4-fluorophenyl)-1,5-dihydro-1-(4-methoxyphenyl)-2H-pyrrol-2-one is reacted with methyl iodide to give the title compound. Starting materials: FC1=CC=C(C=C1)C1=CC(N(C1)C1=CC=C(C=C1)OC)=O (4-(4-fluorophenyl)-1,5-dihydro-1-(4-methoxyphenyl)-2H-pyrrol-2-one), CI (methyl iodide).